Task: describe an organic reaction: reactants, conditions, products, and yield. Dataset: the Open Reaction Database (ORD), a public repository of structured organic reaction records The reactants are C=CC1=CC=CC=C1 (styrene), monomers, C=CC1=CC=CC=C1 (styrene), C(C=C)#N (acrylonitrile), C1(\C=C/C(=O)O1)=O (maleic anhydride), C(C=C)#N (acrylonitrile). Yields the product C=CC1=CC=CC=C1.C(C=C)#N.C1(\C=C/C(=O)O1)=O (styrene acrylonitrile maleic anhydride). RXN SMILES: [CH2:1]=[CH:2][C:3]1[CH:8]=[CH:7][CH:6]=[CH:5][CH:4]=1.[C:9](#[N:12])[CH:10]=[CH2:11].[C:13]1(=[O:19])[O:18][C:16](=[O:17])[CH:15]=[CH:14]1>>[CH2:1]=[CH:2][C:3]1[CH:8]=[CH:7][CH:6]=[CH:5][CH:4]=1.[C:9](#[N:12])[CH:10]=[CH2:11].[C:16]1(=[O:17])[O:18][C:13](=[O:19])[CH:14]=[CH:15]1 |f:3.4.5|. Reported procedure: A styrene/acrylonitrile/maleic anhydride terpolymer (SAMA 1) was prepared under steady state conditions in a single reactor. Monomer feed was about 81 wt % styrene; 9 wt. % acrylonitrile and 10-11% wt % maleic anhydride. The reaction was continued until about 50% of the monomers were converted to polymer. The product was then transferred to a devolatilizer where the unreacted styrene and acrylonitrile were removed and recycled back to the reactor vessel. The reactants are C(=C)C=1N=CC(=NC1)NC1=CC=C(C=C1)S(=O)(=O)N1CCN(CC1)C(=O)OC(C)(C)C (tert-butyl 4-(4-(5-vinylpyrazin-2-ylamino)phenylsulfonyl)piperazine-1-carboxylate), IC=1C=C(C=CC1)O (3-iodophenol), C1(=CC=C(C=C1)P(C1=CC=C(C=C1)C)C1=CC=C(C=C1)C)C (tri-p-tolylphosphine), CCN(C(C)C)C(C)C (DIEA). Reagents/catalysts: CC(=O)[O-].CC(=O)[O-].[Pd+2] (Pd(OAc)2). Solvent: CN(C)C=O (DMF). Conditions: temperature 120 celsius. The product is OC=1C=C(/C=C/C=2N=CC(=NC2)NC2=CC=C(C=C2)S(=O)(=O)N2CCN(CC2)C(=O)OC(C)(C)C)C=CC1 ((E)-tert-butyl 4-(4-(5-(3-hydroxystyryl)pyrazin-2-ylamino)phenylsulfonyl)piperazine-1-carboxylate). The yield is 78.5%. RXN SMILES: [CH:1]([C:3]1[N:4]=[CH:5][C:6]([NH:9][C:10]2[CH:15]=[CH:14][C:13]([S:16]([N:19]3[CH2:24][CH2:23][N:22]([C:25]([O:27][C:28]([CH3:31])([CH3:30])[CH3:29])=[O:26])[CH2:21][CH2:20]3)(=[O:18])=[O:17])=[CH:12][CH:11]=2)=[N:7][CH:8]=1)=[CH2:2].I[C:33]1[CH:34]=[C:35]([OH:39])[CH:36]=[CH:37][CH:38]=1.C1(C)C=CC(P(C2C=CC(C)=CC=2)C2C=CC(C)=CC=2)=CC=1.CCN(C(C)C)C(C)C>CN(C=O)C.CC([O-])=O.CC([O-])=O.[Pd+2]>[OH:39][C:35]1[CH:34]=[C:33]([CH:38]=[CH:37][CH:36]=1)/[CH:2]=[CH:1]/[C:3]1[N:4]=[CH:5][C:6]([NH:9][C:10]2[CH:15]=[CH:14][C:13]([S:16]([N:19]3[CH2:20][CH2:21][N:22]([C:25]([O:27][C:28]([CH3:31])([CH3:30])[CH3:29])=[O:26])[CH2:23][CH2:24]3)(=[O:18])=[O:17])=[CH:12][CH:11]=2)=[N:7][CH:8]=1 |f:5.6.7|. Procedure: A mixture of tert-butyl 4-(4-(5-vinylpyrazin-2-ylamino)phenylsulfonyl)piperazine-1-carboxylate (40 mg, 0.09 mmol), 3-iodophenol (19 mg, 0.09 mmol), Pd(OAc)2 (1.2 mg, 0.005 mmol), tri-p-tolylphosphine (2.5 mg, 0.008 mmol), and DIEA (31 μL, 0.18 mmol) in DMF (3 ml) was heated at 120° C. for 18 h after which, it was filtered with a pad of celite and partitioned between ethyl acetate and water. The organic layer was separated and the aqueous layer was extracted with ethyl acetate. The combined organ... Starting materials: Cc1c2ccccc2sc1C=O, CC1=CN=C(C=C1)N, [C-]#[N+]C1CCCCC1. Reagents/catalysts: O=C(O)C(F)(F)F (trifluoroacetic acid). Solvent: CC(C)O (isopropyl alcohol), CC(C)O (isopropylalcohol). Reaction conditions: temperature 22 celsius, time 20 hour. The product is Cc1ccc2nc(c(NC3CCCCC3)n2c1)c1c(C)c2ccccc2s1. The yield is 1.6%. Reaction SMILES: CC1=CC=C(N)N=C1.[C-]#[N+]C1CCCCC1.CC1=C(SC2=C1C=CC=C2)C=O>>CC1=C(SC2=C1C=CC=C2)C1=C(NC2CCCCC2)N2C=C(C)C=CC2=N1. The reactants are BrC=1C=C2C=C(C(=NC2=CC1)Cl)C=O (6-Bromo-2-chloroquinoline-3-carbaldehyde), COC1=CC=C(CN)C=C1 (4-methoxybenzylamine), Cl (HCl). Solvent: CCO (EtOH). Run at time 2 hour. Product: COC1=CC=C(CNC2=NC3=CC=C(C=C3C=C2C=O)Br)C=C1 (2-(4-methoxybenzylamino)-6-bromoquinoline-3-carbaldehyde). As a reaction SMILES: [Br:1][C:2]1[CH:3]=[C:4]2[C:9](=[CH:10][CH:11]=1)[N:8]=[C:7](Cl)[C:6]([CH:13]=[O:14])=[CH:5]2.[CH3:15][O:16][C:17]1[CH:24]=[CH:23][C:20]([CH2:21][NH2:22])=[CH:19][CH:18]=1.Cl>CCO>[CH3:15][O:16][C:17]1[CH:24]=[CH:23][C:20]([CH2:21][NH:22][C:7]2[C:6]([CH:13]=[O:14])=[CH:5][C:4]3[C:9](=[CH:10][CH:11]=[C:2]([Br:1])[CH:3]=3)[N:8]=2)=[CH:19][CH:18]=1. Reported procedure: DMF (54 ml, 701 mmol, 2.5 eq.) was added dropwise (via a syringe pump) to phosphoryl trichloride (179 ml, 1962 mmol, 7.0 eq.) in a 350 mL sealed tube in an ice bath under nitrogen. After the addition, the water bath was removed and N-(4-bromophenyl)acetamide (60 g, 280 mmol) was added in one portion and the resulting mixture was stirred until a homogenous solution was observed (approx. 30 min.). The reaction vessel was sealed and heated at 75° C. for 48 h. The reaction was allowed to cool and sl... The reactants are C(C=C)Br (allyl bromide), C(C)(C)(C)OC(=O)NCC(C1=CC=CC=C1)C1=CC=CC=C1 (N-t-butoxycarbonyl-2,2-bis-phenyl-ethylamine), O1CCCC1 (tetrahydrofuran), C(CCC)[Li] (n-butyllithium). Run in C(C)(=O)OCC.CCCCCC (ethyl acetate hexane). Run at time 30 minute. The product is C(C)(C)(C)OC(=O)N(CC=C)CC(C1=CC=CC=C1)C1=CC=CC=C1 (N-t-Butoxycarbonyl-N-allyl-2,2-bis-phenyl-ethylamine). RXN SMILES: [C:1]([O:5][C:6]([NH:8][CH2:9][CH:10]([C:17]1[CH:22]=[CH:21][CH:20]=[CH:19][CH:18]=1)[C:11]1[CH:16]=[CH:15][CH:14]=[CH:13][CH:12]=1)=[O:7])([CH3:4])([CH3:3])[CH3:2].O1C[CH2:26][CH2:25][CH2:24]1.C([Li])CCC.C(Br)C=C>C(OCC)(=O)C.CCCCCC>[C:1]([O:5][C:6]([N:8]([CH2:9][CH:10]([C:11]1[CH:12]=[CH:13][CH:14]=[CH:15][CH:16]=1)[C:17]1[CH:18]=[CH:19][CH:20]=[CH:21][CH:22]=1)[CH2:26][CH:25]=[CH2:24])=[O:7])([CH3:4])([CH3:2])[CH3:3] |f:4.5|. Reported procedure: Combine N-t-butoxycarbonyl-2,2-bis-phenyl-ethylamine (2.0 g, 7.73 mmol) and tetrahydrofuran (20 mL) and cool in a dry-ice/acetone bath to -78° C. Slowly, add n-butyllithium (4.4 mL, 1.6M in hexane, 7.04 mmol) and allow to stand for 30 minutes. Add allyl bromide (0.7 mL, 8.09 mmol) maintaining the temperature at -78° C. Warm to ambient temperature and allow to stand for 1.5 hour and then heat to reflux for 5 hours. Cool to ambient temperature and allow to stand for 18 hours. Extract the reaction ... The reactants are C(=O)C=1NC=CN1 (2-formylimidazole), Cl.ClC1=CC=C(C=C1)C(C)(C)N (1-(4-chlorophenyl)-1-methylethylamine hydrochloride), [BH4-].[Na+] (Sodium borohydride). Solvent: C(C)O (ethanol), [OH-].[Na+] (sodium hydroxide), C(C)O (ethanol). Run at time 48 hour. Yields the product ClC1=CC=C(C=C1)C(C)(C)NCC=1NC=CN1 (1-(4-chlorophenyl)-N-(imidazol-2-ylmethyl)-1-methylethylamine). Reaction SMILES: Cl.[Cl:2][C:3]1[CH:8]=[CH:7][C:6]([C:9]([NH2:12])([CH3:11])[CH3:10])=[CH:5][CH:4]=1.[CH:13]([C:15]1[NH:16][CH:17]=[CH:18][N:19]=1)=O.[BH4-].[Na+]>[OH-].[Na+].C(O)C>[Cl:2][C:3]1[CH:4]=[CH:5][C:6]([C:9]([NH:12][CH2:13][C:15]2[NH:16][CH:17]=[CH:18][N:19]=2)([CH3:10])[CH3:11])=[CH:7][CH:8]=1 |f:0.1,3.4,5.6|. Reported procedure: A mixture of 1-(4-chlorophenyl)-1-methylethylamine hydrochloride (2.7 g) was dissolved in 2M sodium hydroxide solution (50 ml) and the amine free base was extracted into diethyl ether to give an oil. This oil was dissolved in absolute ethanol (15 ml) and 2-formylimidazole (1.5 g) in absolute ethanol (20 ml) was added dropwise. The mixture was boiled under reflux for 4 hours and then left to stand at ambient temperature for 48 hours. Sodium borohydride (0.67 g) was added in portions to the soluti... The reactants are C(C)(=O)SCC(C(=O)NC1=NC=C(C(=O)OCC)C=C1)C (ethyl 6-(2-acetylthiomethyl-propionamido)-nicotinate), C(C)(=O)SCC(C(=O)NC1=C(C(=O)OC)C=CC=N1)C (methyl 2-(2-acetylthiomethyl-propionamido)-nicotinate). The product is SCC(C(=O)NC1=NC=C(C(=O)OCC)C=C1)C (ethyl 6-(2-mercaptomethyl-propionamido)-nicotinate). Reaction SMILES: C([S:4][CH2:5][CH:6]([CH3:21])[C:7]([NH:9][C:10]1[CH:20]=[CH:19][C:13]([C:14]([O:16][CH2:17][CH3:18])=[O:15])=[CH:12][N:11]=1)=[O:8])(=O)C.C(SCC(C)C(NC1N=CC=CC=1C(OC)=O)=O)(=O)C>>[SH:4][CH2:5][CH:6]([CH3:21])[C:7]([NH:9][C:10]1[CH:20]=[CH:19][C:13]([C:14]([O:16][CH2:17][CH3:18])=[O:15])=[CH:12][N:11]=1)=[O:8]. Reported procedure: Following the procedure of Example 2, but substituting an equivalent amount of ethyl 6-(2-acetylthiomethyl-propionamido)-nicotinate, obtained as disclosed in Example 6, for methyl 2-(2-acetylthiomethyl-propionamido)-nicotinate, ethyl 6-(2-mercaptomethyl-propionamido)-nicotinate is obtained; m.p. 58°-61° C. from petroleum ether. The reactants are CCn1c(=O)n(C)c2cc(-c3[nH]c(C(F)(F)F)nc3-c3cccc(C)c3)ccc21, C1COCCN1, C1CCOC1, CCN=C=NCCCN(C)C, CN(C)C=O. Yields the product CCn1c(=O)n(C)c2cc(-c3[nH]c(C(=O)N4CCOCC4)nc3-c3cccc(C)c3)ccc21. Reaction SMILES: [CH2:1]([CH3:2])[n:3]1[c:4](=[O:29])[n:5]([CH3:28])[c:6]2[c:7]1[cH:8][cH:9][c:10](-[c:12]1[nH:13][c:14]([C:24]([F:25])([F:26])[F:27])[n:15][c:16]1-[c:17]1[cH:18][c:19]([CH3:23])[cH:20][cH:21][cH:22]1)[cH:11]2.[CH2:41]1[CH2:42][O:43][CH2:44][CH2:45][NH:46]1.[CH2:52]1[O:53][CH2:54][CH2:55][CH2:56]1.[CH3:30][CH2:31][N:32]=[C:33]=[N:34][CH2:35][CH2:36][CH2:37][N:38]([CH3:39])[CH3:40].[O:47]=[CH:48][N:49]([CH3:50])[CH3:51]>>[CH2:1]([CH3:2])[n:3]1[c:4](=[O:29])[n:5]([CH3:28])[c:6]2[c:7]1[cH:8][cH:9][c:10](-[c:12]1[nH:13][c:14]([C:24]([N:46]3[CH2:41][CH2:42][O:43][CH2:44][CH2:45]3)=[O:47])[n:15][c:16]1-[c:17]1[cH:18][c:19]([CH3:23])[cH:20][cH:21][cH:22]1)[cH:11]2. The reactants are CCOC(=O)C1C(C=O)C1(C)C, COCCOCCOC, O=C([O-])C(Cl)(Cl)Cl, [Na+], O, CCOP(OCC)OCC. The product is CCOC(=O)C1C(C=C(Cl)Cl)C1(C)C. As a reaction SMILES: [CH2:1]([CH3:2])[O:3][C:4](=[O:5])[CH:6]1[C:7]([CH3:11])([CH3:12])[CH:8]1[CH:9]=[O:10].[CH3:32][O:33][CH2:34][CH2:35][O:36][CH2:37][CH2:38][O:39][CH3:40].[Cl:23][C:24]([Cl:25])([C:26]([O-:27])=[O:29])[Cl:28].[Na+:30].[OH2:31].[P:13]([O:14][CH2:15][CH3:16])([O:17][CH2:18][CH3:19])[O:20][CH2:21][CH3:22]>>[CH2:1]([CH3:2])[O:3][C:4](=[O:5])[CH:6]1[C:7]([CH3:11])([CH3:12])[CH:8]1[CH:9]=[C:24]([Cl:23])[Cl:28].